Dataset: the Open Reaction Database (ORD), a public repository of structured organic reaction records. Task: describe an organic reaction: reactants, conditions, products, and yield Yield: 65.3%. Yields the product ClC=1C(=NNC1)C(=O)N1CCN(CC1)CC(=O)C1=CC=C(C=C1)F (2-[4-(4-Chloro-1H-pyrazole-3-carbonyl)-piperazin-1-yl]-1-(4-fluoro-phenyl)-ethanone). Procedure: The title compound was prepared in a similar manner as described in Example 1.2, using 4-chloro-1H-pyrazole-3-carboxylic acid (22.0 mg), and 1-(4-fluorophenyl)-2-(piperazin-1-yl)ethanone dihydrochloride (29.5 mg) as starting materials, to afford the title compound (22.9 mg) as a white solid. Exact mass calculated for C16H16ClFN4O2: 350.1. Found: LCMS m/z (%)=351.3 (M+H+35Cl, 100%), 353.3 (M+H+37Cl, 32%). The reactants are ClC=1C(=NNC1)C(=O)O (4-chloro-1H-pyrazole-3-carboxylic acid), Cl.Cl.FC1=CC=C(C=C1)C(CN1CCNCC1)=O (1-(4-fluorophenyl)-2-(piperazin-1-yl)ethanone dihydrochloride). As a reaction SMILES: [Cl:1][C:2]1[C:3]([C:7]([OH:9])=O)=[N:4][NH:5][CH:6]=1.Cl.Cl.[F:12][C:13]1[CH:18]=[CH:17][C:16]([C:19](=[O:27])[CH2:20][N:21]2[CH2:26][CH2:25][NH:24][CH2:23][CH2:22]2)=[CH:15][CH:14]=1>>[Cl:1][C:2]1[C:3]([C:7]([N:24]2[CH2:23][CH2:22][N:21]([CH2:20][C:19]([C:16]3[CH:17]=[CH:18][C:13]([F:12])=[CH:14][CH:15]=3)=[O:27])[CH2:26][CH2:25]2)=[O:9])=[N:4][NH:5][CH:6]=1 |f:1.2.3|. The reactants are Br, O=C(OCCN1CCCC1)c1cc(OCc2ccccc2)c2c(Cl)cc(Cl)cc2n1, CC(=O)O. Product: Br, O=C(OCCN1CCCC1)c1cc(=O)c2c(Cl)cc(Cl)cc2[nH]1. Reaction SMILES: [BrH:31].[CH2:1]([c:2]1[cH:3][cH:4][cH:5][cH:6][cH:7]1)[O:8][c:9]1[cH:10][c:11]([C:21](=[O:22])[O:23][CH2:24][CH2:25][N:26]2[CH2:27][CH2:28][CH2:29][CH2:30]2)[n:12][c:13]2[cH:14][c:15]([Cl:20])[cH:16][c:17]([Cl:19])[c:18]12.[CH3:32][C:33](=[O:34])[OH:35]>>[BrH:31].[O:8]=[c:9]1[cH:10][c:11]([C:21](=[O:22])[O:23][CH2:24][CH2:25][N:26]2[CH2:27][CH2:28][CH2:29][CH2:30]2)[nH:12][c:13]2[cH:14][c:15]([Cl:20])[cH:16][c:17]([Cl:19])[c:18]12. Reactants: CC1(OB(OC1(C)C)C1=CC=C2CCCN(C2=C1)C(C)=O)C (1-(7-(4,4,5,5-tetramethyl-1,3,2-dioxaborolan-2-yl)-3,4-dihydroquinolin-1(2H)-yl)ethanone), BrC=1SC(=C(N1)C(=O)OCC)Cl (ethyl 2-bromo-5-chlorothiazole-4-carboxylate), [Cl-].[Li+] (lithium chloride), C([O-])([O-])=O.[Cs+].[Cs+] (cesium carbonate). Reagents/catalysts: C=1C=CC(=CC1)[P](C=2C=CC=CC2)(C=3C=CC=CC3)[Pd]([P](C=4C=CC=CC4)(C=5C=CC=CC5)C=6C=CC=CC6)([P](C=7C=CC=CC7)(C=8C=CC=CC8)C=9C=CC=CC9)[P](C=1C=CC=CC1)(C=1C=CC=CC1)C=1C=CC=CC1 (tetrakis(triphenylphosphine)palladium). Solvent: O (water), O1CCOCC1 (1,4-dioxane). Run at temperature 100 celsius, time 8 hour. The product is C(C)(=O)N1CCCC2=CC=C(C=C12)C=1SC(=C(N1)C(=O)OCC)Cl (ethyl 2-(1-acetyl-1,2,3,4-tetrahydroquinolin-7-yl)-5-chlorothiazole-4-carboxylate). Yield: 33.6%. Reaction SMILES: CC1(C)C(C)(C)OB([C:9]2[CH:18]=[C:17]3[C:12]([CH2:13][CH2:14][CH2:15][N:16]3[C:19](=[O:21])[CH3:20])=[CH:11][CH:10]=2)O1.Br[C:24]1[S:25][C:26]([Cl:34])=[C:27]([C:29]([O:31][CH2:32][CH3:33])=[O:30])[N:28]=1.[Cl-].[Li+].C(=O)([O-])[O-].[Cs+].[Cs+]>C1C=CC([P]([Pd]([P](C2C=CC=CC=2)(C2C=CC=CC=2)C2C=CC=CC=2)([P](C2C=CC=CC=2)(C2C=CC=CC=2)C2C=CC=CC=2)[P](C2C=CC=CC=2)(C2C=CC=CC=2)C2C=CC=CC=2)(C2C=CC=CC=2)C2C=CC=CC=2)=CC=1.O.O1CCOCC1>[C:19]([N:16]1[C:17]2[C:12](=[CH:11][CH:10]=[C:9]([C:24]3[S:25][C:26]([Cl:34])=[C:27]([C:29]([O:31][CH2:32][CH3:33])=[O:30])[N:28]=3)[CH:18]=2)[CH2:13][CH2:14][CH2:15]1)(=[O:21])[CH3:20] |f:2.3,4.5.6,^1:46,48,67,86|. Reported procedure: To 1-(7-(4,4,5,5-tetramethyl-1,3,2-dioxaborolan-2-yl)-3,4-dihydroquinolin-1(2H)-yl)ethanone (1G) (1.24 g, 4.12 mmol), ethyl 2-bromo-5-chlorothiazole-4-carboxylate (1I) (1.12 g, 4.12 mmol), lithium chloride (0.52 g, 12.4 mmol), tetrakis(triphenylphosphine)palladium (0.476 g, 0.412 mmol), and cesium carbonate (4.03 g, 12.4 mmol) was added 1,4-dioxane (30 mL) and water (10 mL). Nitrogen was bubbled through the reaction mixture for 5 minutes. The reaction mixture was heated to 100° C. and stirred ov... The reactants are Cl.Cl.C(C)OC(CC1=CC(=C(C=C1)OC)C=1C(=NC2=CC=CC=C2C1)CNCC)=O ([3-(2-ethylaminomethyl-quinolin-3-yl)-4-methoxy-phenyl]-acetic acid ethyl ester, dihydrochloride), C1(CC1)C(=O)Cl (cyclopropanecarbonyl chloride). Product: C(C)OC(CC1=CC(=C(C=C1)OC)C=1C(=NC2=CC=CC=C2C1)CN(CC)C(=O)C1CC1)=O ((3-{2-[(Cyclopropanecarbonyl-ethyl-amino)-methyl]-quinolin-3-yl}-4-methoxy-phenyl)-acetic acid ethyl ester). As a reaction SMILES: Cl.Cl.[CH2:3]([O:5][C:6](=[O:30])[CH2:7][C:8]1[CH:13]=[CH:12][C:11]([O:14][CH3:15])=[C:10]([C:16]2[C:17]([CH2:26][NH:27][CH2:28][CH3:29])=[N:18][C:19]3[C:24]([CH:25]=2)=[CH:23][CH:22]=[CH:21][CH:20]=3)[CH:9]=1)[CH3:4].[CH:31]1([C:34](Cl)=[O:35])[CH2:33][CH2:32]1>>[CH2:3]([O:5][C:6](=[O:30])[CH2:7][C:8]1[CH:13]=[CH:12][C:11]([O:14][CH3:15])=[C:10]([C:16]2[C:17]([CH2:26][N:27]([C:34]([CH:31]3[CH2:33][CH2:32]3)=[O:35])[CH2:28][CH3:29])=[N:18][C:19]3[C:24]([CH:25]=2)=[CH:23][CH:22]=[CH:21][CH:20]=3)[CH:9]=1)[CH3:4] |f:0.1.2|. Reported procedure: Prepared according to the procedure described in Example 5, Step 5, using the following starting materials: [3-(2-ethylaminomethyl-quinolin-3-yl)-4-methoxy-phenyl]-acetic acid ethyl ester, dihydrochloride and cyclopropanecarbonyl chloride. Reactants: CC(=O)Nc1ccc(Br)c(C(=O)O)c1, O, O=[N+]([O-])O. Yields the product CC(=O)Nc1ccc(Br)c(C(=O)O)c1[N+](=O)[O-]. RXN SMILES: [C:1]([CH3:2])(=[O:3])[NH:4][c:5]1[cH:6][cH:7][c:8]([Br:14])[c:9]([C:10](=[O:11])[OH:12])[cH:13]1.[OH2:19].[OH:15][N+:16]([O-:17])=[O:18]>>[C:1]([CH3:2])(=[O:3])[NH:4][c:5]1[cH:6][cH:7][c:8]([Br:14])[c:9]([C:10](=[O:11])[OH:12])[c:13]1[N+:16](=[O:15])[O-:17]. Starting materials: C#CC(C)(C)Oc1ccc(S(=O)(=O)N(C)C)cc1, Clc1ccccc1Cl. Product: CN(C)S(=O)(=O)c1ccc2c(c1)C=CC(C)(C)O2. Reaction SMILES: [CH3:1][N:2]([S:3](=[O:4])(=[O:5])[c:6]1[cH:7][cH:8][c:9]([O:12][C:13]([C:14]#[CH:15])([CH3:16])[CH3:17])[cH:10][cH:11]1)[CH3:18].[Cl:19][c:20]1[c:21]([Cl:22])[cH:23][cH:24][cH:25][cH:26]1>>[CH3:1][N:2]([S:3](=[O:4])(=[O:5])[c:6]1[cH:7][c:8]2[c:9]([cH:10][cH:11]1)[O:12][C:13]([CH3:16])([CH3:17])[CH:14]=[CH:15]2)[CH3:18].